This data is from the Open Reaction Database (ORD), a public repository of structured organic reaction records. The task is: describe an organic reaction: reactants, conditions, products, and yield Reactants: CCO, N#CCCCCc1cnn2c(Cl)cc(Cl)nc12, CCOC(=O)c1cccc(N)c1. Yields the product CCOC(=O)c1cccc(Nc2cc(Cl)nc3c(CCCCC#N)cnn23)c1. RXN SMILES: [CH3:30][CH2:31][OH:32].[Cl:1][c:2]1[n:3][c:4]2[n:5]([c:6]([Cl:8])[cH:7]1)[n:9][cH:10][c:11]2[CH2:12][CH2:13][CH2:14][CH2:15][C:16]#[N:17].[NH2:18][c:19]1[cH:20][c:21]([C:22](=[O:23])[O:24][CH2:25][CH3:26])[cH:27][cH:28][cH:29]1>>[Cl:1][c:2]1[n:3][c:4]2[n:5]([c:6]([NH:18][c:19]3[cH:20][c:21]([C:22](=[O:23])[O:24][CH2:25][CH3:26])[cH:27][cH:28][cH:29]3)[cH:7]1)[n:9][cH:10][c:11]2[CH2:12][CH2:13][CH2:14][CH2:15][C:16]#[N:17]. As a reaction SMILES: [Cl:1][C:2]1[CH:7]=[CH:6][C:5]([S:8]([C:11]([F:14])([F:13])[F:12])(=O)=O)=[CH:4][CH:3]=1.ClC1C=CC(S)=CC=1.C(=O)([O-])[O-].[K+].[K+].BrC(F)(F)F>CN(C)C=O>[Cl:1][C:2]1[CH:3]=[CH:4][C:5]([S:8][C:11]([F:14])([F:12])[F:13])=[CH:6][CH:7]=1 |f:2.3.4|. Isolated yield 80.0%. Run at temperature 60 celsius, time 1 hour. Starting materials: C([O-])([O-])=O.[K+].[K+] (potassium carbonate), BrC(F)(F)F (bromotrifluoromethane), ClC1=CC=C(C=C1)S(=O)(=O)C(F)(F)F (1-chloro-4-(trifluoromethylsulfonyl)benzene), ClC1=CC=C(C=C1)S (4-chlorothiophenol). Run in CN(C=O)C (dimethyl formamide). Product: ClC1=CC=C(C=C1)SC(F)(F)F (1-chloro-4-trifluoromethylthiobenzene), oily product. Procedure: This example illustrates the preparation of several types of perfluoroalkylsulfonylphenyl ethers. Each of these illustrated ethers are produced in (a)-(e), below. Unless otherwise indicated, the reactions described below are performed in a 250 mL, 3-necked flask equipped with a mechanical stirrer, a reflux condenser topped with a nitrogen inlet tube, and a stopper. These illustrations utilize a starting material of 1-chloro-4-(trifluoromethylsulfonyl)benzene which may be prepared as described be...